This data is from the Open Reaction Database (ORD), a public repository of structured organic reaction records. The task is: describe an organic reaction: reactants, conditions, products, and yield The reactants are C1(=CC=CC=C1)C1=NC(=CC(=N1)N1CCC(CC1)O)C1=CC=CC=C1 (1-(2,6-diphenyl-pyrimidin-4-yl)-piperidin-4-ol), C1(C=2C(C(=O)O1)=CC=CC2)=O (pthalic anhydride). Reagents/catalysts: CN(C)C=1C=CN=CC1 (DMAP). Solvent: ClCCCl (DCE). Product: C1(=CC=CC=C1)C1=NC(=CC(=N1)N1CCC(CC1)OC(C=1C(C(=O)O)=CC=CC1)=O)C1=CC=CC=C1 (phthalic acid mono-[1-(2,6-diphenyl-pyrimidin-4-yl)-piperidin-4-yl]ester). Reaction SMILES: [C:1]1([C:7]2[N:12]=[C:11]([N:13]3[CH2:18][CH2:17][CH:16]([OH:19])[CH2:15][CH2:14]3)[CH:10]=[C:9]([C:20]3[CH:25]=[CH:24][CH:23]=[CH:22][CH:21]=3)[N:8]=2)[CH:6]=[CH:5][CH:4]=[CH:3][CH:2]=1.[C:26]1(=[O:36])[O:31][C:29](=[O:30])[C:28]2=[CH:32][CH:33]=[CH:34][CH:35]=[C:27]12>CN(C1C=CN=CC=1)C.ClCCCl>[C:1]1([C:7]2[N:12]=[C:11]([N:13]3[CH2:14][CH2:15][CH:16]([O:19][C:26](=[O:36])[C:27]4[C:28](=[CH:32][CH:33]=[CH:34][CH:35]=4)[C:29]([OH:31])=[O:30])[CH2:17][CH2:18]3)[CH:10]=[C:9]([C:20]3[CH:25]=[CH:24][CH:23]=[CH:22][CH:21]=3)[N:8]=2)[CH:2]=[CH:3][CH:4]=[CH:5][CH:6]=1. Procedure details: The title compound was prepared by reacting 1-(2,6-diphenyl-pyrimidin-4-yl)-piperidin-4-ol (0.25 g, 0.75 mmol) with pthalic anhydride (0.335 g, 2.0 mmol) in presence of DMAP (0.13 g, 10 mmol) in solvent DCE (10 mL) at refluxing temperature for 2 hours, followed by column purification.